This data is from the Open Reaction Database (ORD), a public repository of structured organic reaction records. The task is: describe an organic reaction: reactants, conditions, products, and yield Reported procedure: p-Fluorophenol (1.66 g, 14.81 mmol) and ethyl p-fluorobenzoate (2.50 g, 14.87 mmol) were dissolved in 30 ml of dry DMSO and treated with 1.7 g of KF/alumina and 0.39 g of crown ether (18-C-6). The reaction mixture was heated at 100° C. for sixty hours, cooled and poured into 100 ml of water. The mixture was extracted twice with 250 ml of diethyl ether. The extracts were washed with water and then brine, combined, dried over MgSO4 and concentrated. Medium-pressure liquid chromatography over silic... The yield is 60.2%. The solvent is CS(=O)C (DMSO). Run at temperature 100 celsius. Product: FC1=CC=C(OC2=CC=C(C(=O)OCC)C=C2)C=C1 (ethyl 4-(4-fluorophenoxy)benzoate). As a reaction SMILES: [F:1][C:2]1[CH:7]=[CH:6][C:5]([OH:8])=[CH:4][CH:3]=1.F[C:10]1[CH:20]=[CH:19][C:13]([C:14]([O:16][CH2:17][CH3:18])=[O:15])=[CH:12][CH:11]=1.O.CCCCCC.C(OCC)(=O)C>CS(C)=O>[F:1][C:2]1[CH:7]=[CH:6][C:5]([O:8][C:10]2[CH:20]=[CH:19][C:13]([C:14]([O:16][CH2:17][CH3:18])=[O:15])=[CH:12][CH:11]=2)=[CH:4][CH:3]=1 |f:3.4|. Starting materials: FC1=CC=C(C=C1)O (p-Fluorophenol), FC1=CC=C(C(=O)OCC)C=C1 (ethyl p-fluorobenzoate), CCCCCC.C(C)(=O)OCC (hexane ethyl acetate), O (water), KF alumina, crown ether. Reactants: [Mg] (magnesium), O(CC)CC (1,1'-oxybisethane), BrC1=CC=CC=C1 (bromobenzene), intermediate 1, N1=CC=CC2=CC=C(C=C12)C=O (7-quinolinecarboxaldehyde), ice water. The solvent is O1CCCC1 (tetrahydrofuran). Run at time 12 hour. The product is C1(=CC=CC=C1)C(O)C1=CC=C2C=CC=NC2=C1 (α-phenyl-7-quinolinemethanol). The yield is 26.6%. As a reaction SMILES: [Mg].O(CC)CC.Br[C:8]1[CH:13]=[CH:12][CH:11]=[CH:10][CH:9]=1.[N:14]1[C:23]2[C:18](=[CH:19][CH:20]=[C:21]([CH:24]=[O:25])[CH:22]=2)[CH:17]=[CH:16][CH:15]=1>O1CCCC1>[C:8]1([CH:24]([C:21]2[CH:22]=[C:23]3[C:18]([CH:17]=[CH:16][CH:15]=[N:14]3)=[CH:19][CH:20]=2)[OH:25])[CH:13]=[CH:12][CH:11]=[CH:10][CH:9]=1. Procedure: To a stirred mixture of 1.25 parts of magnesium, 14 parts of 1,1'-oxybisethane and 8 parts of bromobenzene was added a solution of 8 parts of intermediate 1, namely 7-quinolinecarboxaldehyde, in 72 parts of tetrahydrofuran, keeping the temperature between 0° C. and 5° C. After stirring for 12 hours at room temperature, the reaction mixture was poured into 300 parts of ice-water. The product was extracted with 1,1'-oxybisethane (3×70 parts). The combined extracts were dried, filtered and evaporat... The reactants are COC1=NC=CC2=C1C(=NN2C(C2=CC=CC=C2)(C2=CC=CC=C2)C2=CC=CC=C2)C=2C=NNC2 (4-methoxy-3-(1H-pyrazol-4-yl)-1-trityl-1H-pyrazolo[4,3-c]pyridine), CS(=O)(=O)OC1CCOCC1 (tetrahydro-2H-pyran-4-yl methanesulfonate). Yields the product O1CCC(CC1)N1N=CC(=C1)C1=NNC2=C1C(=NC=C2)OC2CCOCC2 (3-(1-(Tetrahydro-2H-pyran-4-yl)-1H-pyrazol-4-yl)-4-(tetrahydro-2H-pyran-4-yloxy)-1H-pyrazolo[4,3-c]pyridine). Yield: 41.0%. RXN SMILES: [CH3:1][O:2][C:3]1[C:8]2[C:9]([C:31]3[CH:32]=[N:33][NH:34][CH:35]=3)=[N:10][N:11](C(C3C=CC=CC=3)(C3C=CC=CC=3)C3C=CC=CC=3)[C:7]=2[CH:6]=[CH:5][N:4]=1.CS(O[CH:41]1[CH2:46][CH2:45][O:44][CH2:43][CH2:42]1)(=O)=O>>[O:44]1[CH2:45][CH2:46][CH:41]([N:34]2[CH:35]=[C:31]([C:9]3[C:8]4[C:3]([O:2][CH:1]5[CH2:46][CH2:45][O:44][CH2:43][CH2:42]5)=[N:4][CH:5]=[CH:6][C:7]=4[NH:11][N:10]=3)[CH:32]=[N:33]2)[CH2:42][CH2:43]1. Reported procedure: Prepared according to the general procedure described in example 92, by reacting 4-methoxy-3-(1H-pyrazol-4-yl)-1-trityl-1H-pyrazolo[4,3-c]pyridine with tetrahydro-2H-pyran-4-yl methanesulfonate to give the title compound (26.5 mg, 41% over two steps). LC-MS (Method G): m/z=300.1 [M+H]+; 3.09 min. 1H-NMR (400 MHz, DMSO): δ 13.26 (s, 1H), 8.31 (s, 1H), 8.03 (s, 1H), 7.85 (d, J=5.3, 1H), 7.08 (d, J=5.6, 1H), 4.51 (s, 1H), 4.06 (s, 3H), 4.04-3.93 (m, 2H), 3.58-3.44 (m, 2H), 2.13-1.92 (m, 4H). Starting materials: C(C)C1=CC=C(C=C1)C1=CC(SC2=CC=C(C=C12)C#CC1=NC=C(C(=O)OCC)C=C1)(C)C (ethyl 6-[[4-(4-ethylphenyl)-2,2-dimethyl-(2H)-thiochromen-6-yl]-ethynyl]-nicotinate), C(C)C1=CC=C(C=C1)C1=CC(SC2=CC=C(C=C12)C#CC1=NC=C(C(=O)OCC)C=C1)(C)C (ethyl 6-[[4-(4-ethylphenyl)-2,2-dimethyl-(2H)-thiochromen-6-yl]-ethynyl]-nicotinate), [OH-].[Na+] (NaOH), aqueous solution, Cl (HCl). The solvent is C1CCOC1 (THF), CCO (EtOH). Reaction conditions: temperature 40 celsius, time 8 hour. The product is C(C)C1=CC=C(C=C1)C1=CC(SC2=CC=C(C=C12)CCC1=NC=C(C(=O)O)C=C1)(C)C (6-[[4-(4-ethylphenyl)-2,2-dimethyl-(2H)-thiochromen-6-yl]-ethyl]-nicotinic acid). The yield is 97.0%. As a reaction SMILES: [CH2:1]([C:3]1[CH:8]=[CH:7][C:6]([C:9]2[C:18]3[C:13](=[CH:14][CH:15]=[C:16]([C:19]#[C:20][C:21]4[CH:31]=[CH:30][C:24]([C:25]([O:27]CC)=[O:26])=[CH:23][N:22]=4)[CH:17]=3)[S:12][C:11]([CH3:33])([CH3:32])[CH:10]=2)=[CH:5][CH:4]=1)[CH3:2].[OH-].[Na+].Cl>C1COCC1.CCO>[CH2:1]([C:3]1[CH:4]=[CH:5][C:6]([C:9]2[C:18]3[C:13](=[CH:14][CH:15]=[C:16]([CH2:19][CH2:20][C:21]4[CH:31]=[CH:30][C:24]([C:25]([OH:27])=[O:26])=[CH:23][N:22]=4)[CH:17]=3)[S:12][C:11]([CH3:32])([CH3:33])[CH:10]=2)=[CH:7][CH:8]=1)[CH3:2] |f:1.2|. Procedure: To a solution of ethyl 6-[[4-(4-ethylphenyl)-2,2-dimethyl-(2H)-thiochromen-6-yl]-ethynyl]-nicotinate (Compound 241, 110.0 mg, 0.24 mmol) in 3.0 mL THF and 3.0 mL EtOH was added NaOH (120.0 mg, 3.0 mmol, 3.0 mL of a 1M aqueous solution). This mixture was heated to 40° C. for 1 hour, cooled to room temperature, and the resulting solution was stirred overnight. The reaction mixture was acidified with 10% aqueous HCl and extracted with EtOAc. The combined organic layers were washed with H2O, saturat... Reactants: CCOC(=O)C1CCC(=O)CC1 (ethyl 4-cyclohexanonecarboxylate), C(CO)O (ethylene glycol), [OH-].[Na+] (sodium hydroxide), [H-].[Al+3].[Li+].[H-].[H-].[H-] (lithium aluminum hydride). The reagents and catalysts are O.C1(=CC=C(C=C1)S(=O)(=O)O)C (p-toluenesulfonic acid monohydrate), C(C)N(CC)CC (triethylamine). Run in C1=CC=CC=C1 (benzene), O (water), O (water), O1CCCC1 (tetrahydrofuran), O1CCCC1 (tetrahydrofuran), O (water). Conditions: time 7 hour. Yields the product O1CCOC12CCC(CC2)CO (1,4-dioxaspiro[4.5]dec-8-ylmethanol). Isolated yield 85.1%. Reaction SMILES: CCO[C:4]([CH:6]1[CH2:12][CH2:11][C:9](=[O:10])[CH2:8][CH2:7]1)=[O:5].[CH2:13](O)[CH2:14][OH:15].[H-].[Al+3].[Li+].[H-].[H-].[H-].[OH-].[Na+]>O.C1(C)C=CC(S(O)(=O)=O)=CC=1.C(N(CC)CC)C.O.O1CCCC1.C1C=CC=CC=1>[O:10]1[C:9]2([CH2:8][CH2:7][CH:6]([CH2:4][OH:5])[CH2:12][CH2:11]2)[O:15][CH2:14][CH2:13]1 |f:2.3.4.5.6.7,8.9,10.11|. Reported procedure: A reflux condenser equipped with a Dean-Stark water separator was attached to a round bottom flask containing ethyl 4-cyclohexanonecarboxylate (5 ml, 31.4 mmol), ethylene glycol (1.93 ml, 34.5 mmol), p-toluenesulfonic acid monohydrate (200 mg, 1.05 mmol), and benzene (30 ml). The mixture was heated under reflux for 3 hours. To the reaction mixture, triethylamine (181 μl, 1.3 mmol) was added and the mixture was concentrated. A tetrahydrofuran solution of the resultant crude substance was added to...